This data is from the Open Reaction Database (ORD), a public repository of structured organic reaction records. The task is: describe an organic reaction: reactants, conditions, products, and yield Starting materials: ClC1=C(C=CC(=C1Cl)O)CCC(=O)C=1SC(=CC1)C1=CC=C(C=C1)C(F)(F)F (3-(2,3-dichloro-4-hydroxyphenyl)-1-(5-(4-(trifluoromethyl)phenyl)thien-2-yl)propan-1-one), ICCCC(C(=O)OC)(C)C (methyl 5-iodo-2,2-dimethylpentanoate). Yields the product ClC1=C(OCCCC(C(=O)OC)(C)C)C=CC(=C1Cl)CCC(C=1SC(=CC1)C1=CC=C(C=C1)C(F)(F)F)=O (Methyl 5-(2,3-dichloro-4-(3-oxo-3-(5-(4-(trifluoromethyl)phenyl)thien-2-yl)propyl)phenoxy)-2,2-dimethylpentanoate). Reported procedure: Methyl 5-(2,3-dichloro-4-(3-oxo-3-(5-(4-(trifluoromethyl)phenyl)thien-2-yl)propyl)phenoxy)-2,2-dimethylpentanoate is prepared from 3-(2,3-dichloro-4-hydroxyphenyl)-1-(5-(4-(trifluoromethyl)phenyl)thien-2-yl)propan-1-one and methyl 5-iodo-2,2-dimethylpentanoate according to general procedure D. Reaction SMILES: [Cl:1][C:2]1[C:7]([Cl:8])=[C:6]([OH:9])[CH:5]=[CH:4][C:3]=1[CH2:10][CH2:11][C:12]([C:14]1[S:15][C:16]([C:19]2[CH:24]=[CH:23][C:22]([C:25]([F:28])([F:27])[F:26])=[CH:21][CH:20]=2)=[CH:17][CH:18]=1)=[O:13].I[CH2:30][CH2:31][CH2:32][C:33]([CH3:39])([CH3:38])[C:34]([O:36][CH3:37])=[O:35]>>[Cl:8][C:7]1[C:2]([Cl:1])=[C:3]([CH2:10][CH2:11][C:12](=[O:13])[C:14]2[S:15][C:16]([C:19]3[CH:24]=[CH:23][C:22]([C:25]([F:27])([F:28])[F:26])=[CH:21][CH:20]=3)=[CH:17][CH:18]=2)[CH:4]=[CH:5][C:6]=1[O:9][CH2:30][CH2:31][CH2:32][C:33]([CH3:39])([CH3:38])[C:34]([O:36][CH3:37])=[O:35]. Reactants: CC(=O)Cl, CC(C)OC(=O)c1cncn1C1CCCc2ccc(N)cc21, ClCCl, c1ccncc1. Product: CC(=O)Nc1ccc2c(c1)C(n1cncc1C(=O)OC(C)C)CCC2. Reaction SMILES: [CH3:29][C:30]([Cl:31])=[O:32].[CH:1]([CH3:2])([CH3:3])[O:4][C:5](=[O:6])[c:7]1[n:8]([CH:12]2[CH2:13][CH2:14][CH2:15][c:16]3[cH:17][cH:18][c:19]([NH2:22])[cH:20][c:21]32)[cH:9][n:10][cH:11]1.[Cl:33][CH2:34][Cl:35].[cH:23]1[cH:24][cH:25][n:26][cH:27][cH:28]1>>[CH:1]([CH3:2])([CH3:3])[O:4][C:5](=[O:6])[c:7]1[n:8]([CH:12]2[CH2:13][CH2:14][CH2:15][c:16]3[cH:17][cH:18][c:19]([NH:22][C:30]([CH3:29])=[O:32])[cH:20][c:21]32)[cH:9][n:10][cH:11]1. The reactants are [OH-].[Na+] (NaOH), CNC[C@@H]1CC[C@H](CC1)C(=O)O.Cl (trans-4-methylaminomethyl-cyclohexanecarboxylic acid·HCl), C[Si](N[Si](C)(C)C)(C)C (hexamethyldisilazane), Cl (HCl), C1=CC(=CC=C1OC(=O)Cl)Cl (4-chlorophenylchloroformate). The solvent is O (water). Run at temperature 140 celsius, time 8 hour. Yields the product ClC1=CC=C(OC(=O)N(C)C[C@@H]2CC[C@H](CC2)C(=O)O)C=C1 (trans-4-{[(4-chloro-phenoxycarbonyl)-methyl-amino]-methyl}-cyclohexane carboxylic acid). Isolated yield 97.7%. As a reaction SMILES: [CH3:1][NH:2][CH2:3][C@H:4]1[CH2:9][CH2:8][C@H:7]([C:10]([OH:12])=[O:11])[CH2:6][CH2:5]1.Cl.C[Si](C)(C)N[Si](C)(C)C.[CH:23]1[C:28]([O:29][C:30](Cl)=[O:31])=[CH:27][CH:26]=[C:25]([Cl:33])[CH:24]=1.[OH-].[Na+].Cl>O>[Cl:33][C:25]1[CH:26]=[CH:27][C:28]([O:29][C:30]([N:2]([CH2:3][C@H:4]2[CH2:9][CH2:8][C@H:7]([C:10]([OH:12])=[O:11])[CH2:6][CH2:5]2)[CH3:1])=[O:31])=[CH:23][CH:24]=1 |f:0.1,4.5|. Procedure: 0.60 g (2.89 mmol) of trans-4-methylaminomethyl-cyclohexanecarboxylic acid·HCl were mixed with 7.57 mL (36.28 mmol, 12.5 eq) of hexamethyldisilazane and heated under reflux to 140° C. for 2.5 h. The solution was evaporated, dissolved in 6 mL of THF and treated with 0.45 mL (3.18 mmol, 1.1 eq) of 4-chlorophenylchloroformate at 0° C. and stirred at RT overnight. Then 3 mL of water were added at RT followed by 10 mL of 1M NaOH. After stirring for 1 h at RT 15 mL of 1M HCl were added. The solution w... The reactants are C1(=CC(=CC=C1)S(=O)(=O)Cl)C (m-toluenesulfonyl chloride), NC1=NC(=CC=C1)Cl (2-amino-6-chloropyridine), [O-]C#N.[Na+] (sodium cyanate), [OH-].[Na+] (sodium hydroxide), ClC=1C=C(C=CC1)S(=O)(=O)Cl (3-Chloro-benzenesulfonyl chloride). The solvent is C(C)(=O)OCC (ethyl acetate), N1=CC=CC=C1 (pyridine), C(C)#N (acetonitrile), C(C)#N (acetonitrile). Conditions: time 2 hour. The product is ClC1=CC=CC(=N1)NC(=O)NS(=O)(=O)C1=CC(=CC=C1)C (N-[(6-Chloropyridin-2-yl)carbamoyl]-3-methylbenzenesulfonamide). As a reaction SMILES: [O-:1][C:2]#[N:3].[Na+].[C:5]1([CH3:15])[CH:10]=[CH:9][CH:8]=[C:7]([S:11](Cl)(=[O:13])=[O:12])[CH:6]=1.ClC1C=C(S(Cl)(=O)=O)C=CC=1.[NH2:27][C:28]1[CH:33]=[CH:32][CH:31]=[C:30]([Cl:34])[N:29]=1.[OH-].[Na+]>C(#N)C.C(OCC)(=O)C.N1C=CC=CC=1>[Cl:34][C:30]1[N:29]=[C:28]([NH:27][C:2]([NH:3][S:11]([C:7]2[CH:8]=[CH:9][CH:10]=[C:5]([CH3:15])[CH:6]=2)(=[O:13])=[O:12])=[O:1])[CH:33]=[CH:32][CH:31]=1 |f:0.1,5.6|. Procedure details: To a suspension of 0.128 g sodium cyanate in 3.0 ml acetonitrile was added 0.11 ml pyridine and 0.19 ml m-toluenesulfonyl chloride and the mixture was sonicated in a ultrasound bath at ca 40° C. for 1.5 h. HPLC showed disappearance of 3-Chloro-benzenesulfonyl chloride. The resulting suspension was added with stirring to a solution of 0.169 g 2-amino-6-chloropyridine in 1.0 ml of acetonitrile and the mixture was stirred at room temperature for 2 h. The reaction mixture was partioned between 0.1N ... Reactants: ClC=1C=C(C=NC1OC(C)C)C(=O)O (5-chloro-6-[(1-methylethyl)oxy]-3-pyridinecarboxylic acid), C(CCl)Cl (EDC), C=1C=CC2=C(C1)N=NN2O (HOBT), ONC(C1=C2C=CN(C2=CC=C1)CCC(=O)OCC)=N (ethyl 3-{4-[(hydroxyamino)(imino)methyl]-1H-indol-1-yl}propanoate). Solvent: CN(C)C=O (DMF), CCOC(=O)C (EtOAc). Run at temperature 80 celsius, time 10 minute. Yields the product ClC=1C=C(C=NC1OC(C)C)C1=NC(=NO1)C1=C2C=CN(C2=CC=C1)CCC(=O)OCC (Ethyl 3-[4-(5-{5-chloro-6-[(1-methylethyl)oxy]-3-pyridinyl}-1,2,4-oxadiazol-3-yl)-1H-indol-1-yl]propanoate). Isolated yield 34.7%. Reaction SMILES: [Cl:1][C:2]1[CH:3]=[C:4]([C:12]([OH:14])=O)[CH:5]=[N:6][C:7]=1[O:8][CH:9]([CH3:11])[CH3:10].C(Cl)CCl.C1C=CC2N(O)N=NC=2C=1.O[NH:30][C:31](=[NH:48])[C:32]1[CH:40]=[CH:39][CH:38]=[C:37]2[C:33]=1[CH:34]=[CH:35][N:36]2[CH2:41][CH2:42][C:43]([O:45][CH2:46][CH3:47])=[O:44]>CN(C=O)C.CCOC(C)=O>[Cl:1][C:2]1[CH:3]=[C:4]([C:12]2[O:14][N:48]=[C:31]([C:32]3[CH:40]=[CH:39][CH:38]=[C:37]4[C:33]=3[CH:34]=[CH:35][N:36]4[CH2:41][CH2:42][C:43]([O:45][CH2:46][CH3:47])=[O:44])[N:30]=2)[CH:5]=[N:6][C:7]=1[O:8][CH:9]([CH3:10])[CH3:11]. Reported procedure: To 5-chloro-6-[(1-methylethyl)oxy]-3-pyridinecarboxylic acid (D61) (1.504 g, 6.97 mmol) in dry DMF (30 ml) was added EDC (1.604 g, 8.37 mmol) and HOBT (1.282 g, 8.37 mmol). Stirred solution at RT for 10 minutes then added ethyl 3-{4-[(hydroxyamino)(imino)methyl]-1H-indol-1-yl}propanoate (N4111-31-A4) (D57) (1.92 g, 6.97 mmol). The mixture was stirred for 30 minutes. LC/MS showed one product (intermediate). The solution was heated at 80° C. for 2 hours. Left standing overnight at RT then heated 8... Reactants: CC(C)(C)OC(=O)N1CCc2[nH]nc(C(=O)O)c2C1, Cc1cc(N)c(N)cc1C, CO, CCOC(C)=O, CCN(C(C)C)C(C)C, CN(C)C=O. Yields the product O=C(O)c1n[nH]c2c1CN(C(=O)O)CC2. As a reaction SMILES: [C:11]([CH3:12])([CH3:13])([CH3:14])[O:15][C:16](=[O:17])[N:18]1[CH2:19][c:20]2[c:21]([nH:24][n:25][c:26]2[C:27](=[O:28])[OH:29])[CH2:22][CH2:23]1.[CH3:1][c:2]1[cH:3][c:4]([NH2:5])[c:6]([NH2:7])[cH:8][c:9]1[CH3:10].[CH3:39][OH:40].[CH3:46][CH2:47][O:48][C:49](=[O:50])[CH3:51].[CH:30]([N:31]([CH:32]([CH3:33])[CH3:34])[CH2:35][CH3:36])([CH3:37])[CH3:38].[O:41]=[CH:42][N:43]([CH3:44])[CH3:45]>>[O:15]=[C:16]([OH:17])[N:18]1[CH2:19][c:20]2[c:21]([nH:24][n:25][c:26]2[C:27](=[O:28])[OH:29])[CH2:22][CH2:23]1. Reactants: ClC1=C(C(=O)N2CCN(CC2)CCC2=CC=C(C=C2)Cl)C=CC(=C1)NC(CC)=O (1-[2-chloro-4-(N-propionylamino)benzoyl]-4-[2-(4-chlorophenyl)ethyl]-piperazine), CI (methyl iodide). The product is CN(C(CC)=O)C1=CC(=C(C(=O)N2CCN(CC2)CCC2=CC=C(C=C2)Cl)C=C1)Cl (1-[4-(N-methyl-N-propionylamino)-2-chlorobenzoyl]-4-[2-(4-chlorophenyl)ethyl]-piperazine). RXN SMILES: [Cl:1][C:2]1[CH:24]=[C:23]([NH:25][C:26](=[O:29])[CH2:27][CH3:28])[CH:22]=[CH:21][C:3]=1[C:4]([N:6]1[CH2:11][CH2:10][N:9]([CH2:12][CH2:13][C:14]2[CH:19]=[CH:18][C:17]([Cl:20])=[CH:16][CH:15]=2)[CH2:8][CH2:7]1)=[O:5].[CH3:30]I>>[CH3:30][N:25]([C:23]1[CH:22]=[CH:21][C:3]([C:4]([N:6]2[CH2:7][CH2:8][N:9]([CH2:12][CH2:13][C:14]3[CH:15]=[CH:16][C:17]([Cl:20])=[CH:18][CH:19]=3)[CH2:10][CH2:11]2)=[O:5])=[C:2]([Cl:1])[CH:24]=1)[C:26](=[O:29])[CH2:27][CH3:28]. Reported procedure: In a manner analogous to that described in Example 5, 0.8 g of 1-[2-chloro-4-(N-propionylamino)benzoyl]-4-[2-(4-chlorophenyl)ethyl]-piperazine is methylated with 0.29 g of methyl iodide to form 1-[4-(N-methyl-N-propionylamino)-2-chlorobenzoyl]-4-[2-(4-chlorophenyl)ethyl]-piperazine and converted into the hydrochloride having a melting point of 135°. Starting materials: C(C=C)N1C[C@@H](N(C[C@H]1C)[C@@H](C1=CC(=CC=C1)O[Si](C)(C)C(C)(C)C)C=1C=C(C(=O)Cl)C=CC1)C (3-((αR)-α-((2S,5R)-4-allyl-2,5-dimethyl-1-piperazinyl)-3-(tert-butyldimethylsilyloxy)benzyl)benzoyl chloride), FC=1C=C(N)C=CC1 (3-fluoroaniline), C(C)(=O)OC(C)=O (acetic anhydride). The product is FC=1C=C(NCC)C=CC1 (3-Fluoro-N-ethylaniline), C(C=C)N1C[C@@H](N(C[C@H]1C)[C@@H](C1=CC(=CC=C1)O)C=1C=C(C(=O)N(C2=CC(=CC=C2)F)CC)C=CC1)C ((+)-3-((αR)-α-((2S,5R)-4-allyl-2,5-dimethyl-1-piperazinyl)-3-hydroxybenzyl)-N-ethyl-N-(3-fluorophenyl)benzamide). RXN SMILES: [F:1][C:2]1[CH:3]=[C:4]([CH:6]=[CH:7][CH:8]=1)[NH2:5].[C:9](O[C:13](=O)[CH3:14])(=O)[CH3:10].[CH2:16]([N:19]1[C@H:24]([CH3:25])[CH2:23][N:22]([C@H:26]([C:41]2[CH:42]=[C:43]([CH:47]=[CH:48][CH:49]=2)[C:44](Cl)=[O:45])[C:27]2[CH:32]=[CH:31][CH:30]=[C:29]([O:33][Si](C(C)(C)C)(C)C)[CH:28]=2)[C@@H:21]([CH3:50])[CH2:20]1)[CH:17]=[CH2:18]>>[F:1][C:2]1[CH:3]=[C:4]([CH:6]=[CH:7][CH:8]=1)[NH:5][CH2:9][CH3:10].[CH2:16]([N:19]1[C@H:24]([CH3:25])[CH2:23][N:22]([C@H:26]([C:41]2[CH:42]=[C:43]([CH:47]=[CH:48][CH:49]=2)[C:44]([N:5]([CH2:13][CH3:14])[C:4]2[CH:6]=[CH:7][CH:8]=[C:2]([F:1])[CH:3]=2)=[O:45])[C:27]2[CH:32]=[CH:31][CH:30]=[C:29]([OH:33])[CH:28]=2)[C@@H:21]([CH3:50])[CH2:20]1)[CH:17]=[CH2:18]. Procedure details: 3-Fluoro-N-ethylaniline [NMR (DMSO-d6, 200 MHz): δ1.18 (t, J=7.2 Hz, 3H); 3.02 (dq, J1 =7.2 Hz, J2 =7.2 Hz, 2H); 5.86 (br m, 1H); 6.24-6.42 (m, 3H); 7.07 (q, J=7.8 Hz, 1H)] was prepared from 3-fluoroaniline and acetic anhydride, coupled with 3-((αR)-α-((2S,5R)-4-allyl-2,5-dimethyl-1-piperazinyl)-3-(tert-butyldimethylsilyloxy)benzyl)benzoyl chloride, deprotected and purified by the methods described in Example 10 to give (+)-3-((αR)-α-((2S,5R)-4-allyl-2,5-dimethyl-1-piperazinyl)-3-hydroxybenzyl)-...